From a dataset of the Open Reaction Database (ORD), a public repository of structured organic reaction records. describe an organic reaction: reactants, conditions, products, and yield The reactants are I, C1COCCO1, O, CC12CCC(O)CC1CCC1C2CCC2(C)C(C=O)CCC12O, N=C(NN)Nc1ccccc1. The product is CC12CCC(O)CC1CCC1C2CCC2(C)C(C=NNC(=N)Nc3ccccc3)CCC12O. As a reaction SMILES: [IH:1].[O:37]1[CH2:38][CH2:39][O:40][CH2:41][CH2:42]1.[OH2:36].[OH:13][CH:14]1[CH2:15][CH:16]2[CH2:17][CH2:18][CH:19]3[C:20]4([OH:35])[CH2:21][CH2:22][CH:23]([CH:33]=[O:34])[C:24]4([CH3:25])[CH2:26][CH2:27][CH:28]3[C:29]2([CH3:32])[CH2:30][CH2:31]1.[c:2]1([NH:8][C:9]([NH:10][NH2:11])=[NH:12])[cH:3][cH:4][cH:5][cH:6][cH:7]1>>[c:2]1([NH:8][C:9]([NH:10][N:11]=[CH:33][CH:23]2[CH2:22][CH2:21][C:20]3([OH:35])[CH:19]4[CH2:18][CH2:17][CH:16]5[CH2:15][CH:14]([OH:13])[CH2:31][CH2:30][C:29]5([CH3:32])[CH:28]4[CH2:27][CH2:26][C:24]32[CH3:25])=[NH:12])[cH:3][cH:4][cH:5][cH:6][cH:7]1. The reactants are ClC=1N=CNC1Cl (4,5-Dichloroimidazole), [OH-].[K+] (potassium hydroxide), BrCC1=CC=2C(C3=CC=CC=C3C(C2C=C1)=O)=O (2-(bromomethyl)anthraquinone). Solvent: CN(C)C=O (DMF), CN(C)C=O (DMF). Conditions: temperature 80 celsius. Product: [Br-].CC1=C(C=2C(C3=CC=CC=C3C(C2C=C1)=O)=O)[N+]1=CN(C(=C1Cl)Cl)C1=C(C=CC=2C(C3=CC=CC=C3C(C12)=O)=O)C (1,3-bis(2-methylanthraquinonyl)-4,5-dichloroimidazolium bromide). Reaction SMILES: [Cl:1][C:2]1[N:3]=[CH:4][NH:5][C:6]=1[Cl:7].[OH-:8].[K+].[Br:10][CH2:11][C:12]1[CH:25]=[CH:24][C:23]2[C:22](=[O:26])[C:21]3[C:16](=[CH:17][CH:18]=[CH:19][CH:20]=3)[C:15](=[O:27])[C:14]=2[CH:13]=1>CN(C=O)C>[Br-:10].[CH3:11][C:12]1[CH:25]=[CH:24][C:23]2[C:22](=[O:26])[C:21]3[C:16](=[CH:17][CH:18]=[CH:19][CH:20]=3)[C:15](=[O:27])[C:14]=2[C:13]=1[N+:3]1[C:2]([Cl:1])=[C:6]([Cl:7])[N:5]([C:13]2[C:14]3[C:15](=[O:8])[C:16]4[C:21](=[CH:20][CH:19]=[CH:18][CH:17]=4)[C:22](=[O:26])[C:23]=3[CH:24]=[CH:25][C:12]=2[CH3:11])[CH:4]=1 |f:1.2,5.6|. Procedure: 4,5-Dichloroimidazole (0.14 g, 1.0 mmol) and potassium hydroxide (0.06 g, 1.1 mmol) will be dissolved in the minimum volume of DMF in a high-pressure vessel. The solution will be heated at 80° C. for 30 min. The vessel will be removed from heat and 2-(bromomethyl)anthraquinone (1.20 g, 4.0 mmol) will be added. If not all solid dissolves, DMF will be added until all reactants are in solution. The vessel will be sealed and heated at 100° C. for 12 h. The volatile components will be removed under r... Reactants: Intermediate 16, C(=O)(C(F)(F)F)O (TFA), ClC=1C(=C(C=O)C(=CC1)C(F)(F)F)F (3-chloro-2-fluoro-6-(trifluoromethyl)benzaldehyde), ClC=1C=CC(=C(C=O)C1)OC(F)F (5-chloro-2-(difluoromethoxy) benzaldehyde). Yields the product ClC=1C(=C(C(=CC1)C(F)(F)F)/C=C/C(=O)O)F ((E)-3-(3-chloro-2-fluoro-6-(trifluoromethyl)phenyl)acrylic acid). RXN SMILES: [Cl:1][C:2]1[C:3]([F:14])=[C:4]([C:7]([C:10]([F:13])([F:12])[F:11])=[CH:8][CH:9]=1)[CH:5]=O.ClC1C=CC(OC(F)F)=C(C=1)C=O.[C:28]([OH:34])([C:30](F)(F)F)=[O:29]>>[Cl:1][C:2]1[C:3]([F:14])=[C:4](/[CH:5]=[CH:30]/[C:28]([OH:34])=[O:29])[C:7]([C:10]([F:13])([F:12])[F:11])=[CH:8][CH:9]=1. Procedure details: Intermediate 16 was made in a similar manner as Intermediate 15 substituting 3-chloro-2-fluoro-6-(trifluoromethyl)benzaldehyde for 5-chloro-2-(difluoromethoxy) benzaldehyde followed by TFA deprotection. MS (ESI) m/z: 292 (M+Na)+. 1H NMR (400 MHz, CDCl3) δ 7.87 (1H, dd, J=16.17, 2.02 Hz), 7.49-7.62 (2H, m), 6.67 (1H, dd, J=16.30, 1.39 Hz) ppm. Starting materials: O (water), C(C)(=O)NC1=NN(C(C1)=O)C1=C(C=C(C=C1Cl)Cl)Cl (3-acetamido-1-(2,4,6-trichlorophenyl)-2-pyrazolin-5-one). The solvent is C(C)O (ethanol), C(C)O (ethanol). Yields the product ClC1=C(N)C(=CC(=C1)Cl)Cl (2,4,6-trichloroaniline). The yield is 57.0%. As a reaction SMILES: O.C(NC1CC(=O)[N:8]([C:12]2[C:17]([Cl:18])=[CH:16][C:15]([Cl:19])=[CH:14][C:13]=2[Cl:20])N=1)(=O)C>C(O)C>[Cl:18][C:17]1[CH:16]=[C:15]([Cl:19])[CH:14]=[C:13]([Cl:20])[C:12]=1[NH2:8]. Procedure: The procedure was repeated using a mixture of 20% water and 80% ethanol as the solvent instead of the anhydrous ethanol used above. This time the yield of 3-acetamido-1-(2,4,6-trichlorophenyl)-2-pyrazolin-5-one was very poor, i.e., only 8%, while a 57% yield of 2,4,6-trichloroaniline was obtained. This illustrates that, in contrast to the excellent yields produced in an organic medium, very poor yields are obtained when the rearrangement is run in an aqueous medium. The reactants are C1N(CC2C1CNC2)C(=O)C2=C(C=CC=C2)C=2SC=CC2 ((Hexahydro-pyrrolo[3,4-c]pyrrol-2-yl)-(2-thiophen-2-yl-phenyl)-methanone), ClC1=NC2=CC=CC=C2C=C1 (2-chloro-quinoline). Yields the product S1C(=CC=C1)C1=C(C=CC=C1)C(=O)N1CC2C(C1)CN(C2)C2=NC1=CC=CC=C1C=C2 (2-{5-[(2-Thiophen-2-ylphenyl)carbonyl]hexahydropyrrolo[3,4-c]pyrrol-2(1H)-yl}quinoline). Reaction SMILES: [CH2:1]1[CH:5]2[CH2:6][NH:7][CH2:8][CH:4]2[CH2:3][N:2]1[C:9]([C:11]1[CH:16]=[CH:15][CH:14]=[CH:13][C:12]=1[C:17]1[S:18][CH:19]=[CH:20][CH:21]=1)=[O:10].Cl[C:23]1[CH:32]=[CH:31][C:30]2[C:25](=[CH:26][CH:27]=[CH:28][CH:29]=2)[N:24]=1>>[S:18]1[CH:19]=[CH:20][CH:21]=[C:17]1[C:12]1[CH:13]=[CH:14][CH:15]=[CH:16][C:11]=1[C:9]([N:2]1[CH2:3][CH:4]2[CH2:8][N:7]([C:23]3[CH:32]=[CH:31][C:30]4[C:25](=[CH:26][CH:27]=[CH:28][CH:29]=4)[N:24]=3)[CH2:6][CH:5]2[CH2:1]1)=[O:10]. Procedure details: The title compound was prepared in a manner analogous to Example 15 utilizing Intermediate 37 and 2-chloro-quinoline. MS (ESI) mass calcd. for C26H23N3OS, 425.56; m/z found, 426.2 [M+H]+. Starting materials: NC=1SC(=C(N1)C)C (2-amino-4,5-dimethylthiazole), ClCC(CC(=O)OCC)=O (ethyl chloroacetoacetate), Intermediate 2. Solvent: polyphosphoric acid. Yields the product ClCC=1N=C2N(C(C1)=O)C(=C(S2)C)C (7-(Chloromethyl)-2,3-dimethyl-5H-[1,3]thiazolo[3,2-a]pyrimidin-5-one). The yield is 144.0%. Reaction SMILES: [NH2:1][C:2]1[S:3][C:4]([CH3:8])=[C:5]([CH3:7])[N:6]=1.[Cl:9][CH2:10][C:11](=O)[CH2:12][C:13](OCC)=[O:14]>>[Cl:9][CH2:10][C:11]1[N:1]=[C:2]2[S:3][C:4]([CH3:8])=[C:5]([CH3:7])[N:6]2[C:13](=[O:14])[CH:12]=1. Procedure details: This compound was synthesized from 2-amino-4,5-dimethylthiazole (5.0 g, 30.365 mmol) and ethyl chloroacetoacetate (6.519 g, 42.511 mmol) in polyphosphoric acid (40.0 g) according to the procedure described in Step 1, Intermediate 2 to afford 10.0 g of the desired compound as a black solid; 1H NMR (300 MHz, DMSO-d6) δ 2.28 (s, 3H), 2.60 (s, 3H), 4.52 (s, 1H), 6.25 (s, 1H); ESI-MS (m/z) 229.60 (M+H)+.